Dataset: the Open Reaction Database (ORD), a public repository of structured organic reaction records. Task: describe an organic reaction: reactants, conditions, products, and yield The reactants are Cl, N, O=C(Cl)c1ccc(-c2nc(-c3ccc4c(c3)OCO4)c(-c3ccccn3)[nH]2)cc1, C1CCOC1. The product is NC(=O)c1ccc(-c2nc(-c3ccc4c(c3)OCO4)c(-c3ccccn3)[nH]2)cc1. RXN SMILES: [ClH:1].[NH3:31].[O:2]1[CH2:3][O:4][c:5]2[c:6]1[cH:7][cH:8][c:9](-[c:11]1[n:12][c:13](-[c:22]3[cH:23][cH:24][c:25]([C:26](=[O:27])[Cl:28])[cH:29][cH:30]3)[nH:14][c:15]1-[c:16]1[n:17][cH:18][cH:19][cH:20][cH:21]1)[cH:10]2.[O:32]1[CH2:33][CH2:34][CH2:35][CH2:36]1>>[O:2]1[CH2:3][O:4][c:5]2[c:6]1[cH:7][cH:8][c:9](-[c:11]1[n:12][c:13](-[c:22]3[cH:23][cH:24][c:25]([C:26](=[O:27])[NH2:31])[cH:29][cH:30]3)[nH:14][c:15]1-[c:16]1[n:17][cH:18][cH:19][cH:20][cH:21]1)[cH:10]2. Reactants: C1(=CC=CC=C1)P(C1=CC=CC=C1)C1=CC=CC=C1 (Triphenylphosphine), C(#N)C=1C=CC(=C(C(=O)NCC2=CC(=C(C=C2)OC)OC)C1)N[C@H](CO)C ((S)-5-cyano-N-(3,4-dimethoxybenzyl)-2-(2-hydroxy-1-methylethylamino)benzamide), C(Br)(Br)(Br)Br (carbontetrabromide). The solvent is ClCCl (dichloromethane). Product: BrC[C@H](C)NC1=C(C(=O)NCC2=CC(=C(C=C2)OC)OC)C=C(C=C1)C#N ((S)-2-(2-bromo-1-methylethylamino)-5-cyano-N-(3,4-dimethoxybenzyl)benzamide). Yield: 68.8%. RXN SMILES: C1(P(C2C=CC=CC=2)C2C=CC=CC=2)C=CC=CC=1.[C:20]([C:22]1[CH:23]=[CH:24][C:25]([NH:42][C@@H:43]([CH3:46])[CH2:44]O)=[C:26]([CH:41]=1)[C:27]([NH:29][CH2:30][C:31]1[CH:36]=[CH:35][C:34]([O:37][CH3:38])=[C:33]([O:39][CH3:40])[CH:32]=1)=[O:28])#[N:21].C(Br)(Br)(Br)[Br:48]>ClCCl>[Br:48][CH2:44][C@@H:43]([NH:42][C:25]1[CH:24]=[CH:23][C:22]([C:20]#[N:21])=[CH:41][C:26]=1[C:27]([NH:29][CH2:30][C:31]1[CH:36]=[CH:35][C:34]([O:37][CH3:38])=[C:33]([O:39][CH3:40])[CH:32]=1)=[O:28])[CH3:46]. Reported procedure: Triphenylphosphine (156 mg) was added to a mixture of (S)-5-cyano-N-(3,4-dimethoxybenzyl)-2-(2-hydroxy-1-methylethylamino)benzamide (200 mg) and carbontetrabromide (215 mg) in dichloromethane (4 mL), and the mixture was stirred for an hour at ambient temperature. After evaporation of the solvent, the residue was subjected to a silica gel column chromatography eluting with a mixture of chloroform and ethyl acetate (9:1) to give (S)-2-(2-bromo-1-methylethylamino)-5-cyano-N-(3,4-dimethoxybenzyl)ben...